Dataset: the Open Reaction Database (ORD), a public repository of structured organic reaction records. Task: describe an organic reaction: reactants, conditions, products, and yield Starting materials: C([O-])([O-])=O.[Cs+].[Cs+] (cesium carbonate), O (water), CI (methyl iodide), ClC=1C2=C(N=CN1)NC=C2 (4-chloro-7H-pyrrolo[2,3-d]pyrimidine). The solvent is CN(C)C=O (DMF). Run at time 6 hour. Product: ClC=1C2=C(N=CN1)N(C=C2)C (4-chloro-7-methyl-7H-pyrrolo[2,3-d]pyrimidine). The yield is 87.6%. Reaction SMILES: C(=O)([O-])[O-].[Cs+].[Cs+].[CH3:7]I.[Cl:9][C:10]1[C:11]2[CH:18]=[CH:17][NH:16][C:12]=2[N:13]=[CH:14][N:15]=1.O>CN(C=O)C>[Cl:9][C:10]1[C:11]2[CH:18]=[CH:17][N:16]([CH3:7])[C:12]=2[N:13]=[CH:14][N:15]=1 |f:0.1.2|. Reported procedure: According to Scheme 5, cesium carbonate (968 mg, 3 mmol) followed by methyl iodide (1 g, 7.1 mmol) was added to a solution of 4-chloro-7H-pyrrolo[2,3-d]pyrimidine (121 mg, 0.79 mmol) in DMF (5 mL). The mixture was stirred at room temperature for 6 hours. The reaction was poured into water and extracted with ethyl acetate. The organic layer was washed with brine, dried, concentrated and column chromatographed to give 116 mg (88%) of 4-chloro-7-methyl-7H-pyrrolo[2,3-d]pyrimidine as a white solid. ... The reactants are C1COCCO1, COc1ccc(B(O)O)cn1, CSc1ncc2c(Cl)cc(I)n2n1, [Na+], [Na+], O=C([O-])[O-], O, c1ccc(P(c2ccccc2)(c2ccccc2)[Pd](P(c2ccccc2)(c2ccccc2)c2ccccc2)(P(c2ccccc2)(c2ccccc2)c2ccccc2)P(c2ccccc2)(c2ccccc2)c2ccccc2)cc1. Product: COc1ccc(-c2cc(Cl)c3cnc(SC)nn23)cn1. As a reaction SMILES: [CH2:109]1[O:110][CH2:111][CH2:112][O:113][CH2:114]1.[CH3:1][O:2][c:3]1[n:4][cH:5][c:6]([B:9]([OH:10])[OH:11])[cH:7][cH:8]1.[Cl:12][c:13]1[cH:14][c:15]([I:24])[n:16]2[n:17][c:18]([S:22][CH3:23])[n:19][cH:20][c:21]12.[Na+:25].[Na+:26].[O-:27][C:28](=[O:29])[O-:30].[OH2:31].[cH:32]1[cH:33][cH:34][c:35]([P:36]([Pd:37]([P:38]([c:39]2[cH:40][cH:41][cH:42][cH:43][cH:44]2)([c:45]2[cH:46][cH:47][cH:48][cH:49][cH:50]2)[c:51]2[cH:52][cH:53][cH:54][cH:55][cH:56]2)([P:57]([c:58]2[cH:59][cH:60][cH:61][cH:62][cH:63]2)([c:64]2[cH:65][cH:66][cH:67][cH:68][cH:69]2)[c:70]2[cH:71][cH:72][cH:73][cH:74][cH:75]2)[P:76]([c:77]2[cH:78][cH:79][cH:80][cH:81][cH:82]2)([c:83]2[cH:84][cH:85][cH:86][cH:87][cH:88]2)[c:89]2[cH:90][cH:91][cH:92][cH:93][cH:94]2)([c:95]2[cH:96][cH:97][cH:98][cH:99][cH:100]2)[c:101]2[cH:102][cH:103][cH:104][cH:105][cH:106]2)[cH:107][cH:108]1>>[CH3:1][O:2][c:3]1[n:4][cH:5][c:6](-[c:15]2[cH:14][c:13]([Cl:12])[c:21]3[n:16]2[n:17][c:18]([S:22][CH3:23])[n:19][cH:20]3)[cH:7][cH:8]1. The reactants are O1C(OCC1)C=1C=CC(=C(C1)C(C)=O)OC (5′-(1,3-dioxolane-2-yl)-2′-methoxyacetophenone), [H-].[Na+] (sodium hydride), C(OCC)(OCC)=O (diethyl carbonate), Cl (hydrochloric acid). Run in C(C)O (ethanol), O1CCCC1 (tetrahydrofuran), CCOCC (ether), C(C)(=O)OCC (ethyl acetate). The product is O1C(OCC1)C=1C=CC(=C(C1)C(CC(=O)OCC)=O)OC (Ethyl 3-[5-(1,3-dioxolan-2-yl)-2-methoxyphenyl]-3-oxopropionate). The yield is 52.3%. As a reaction SMILES: [H-].[Na+].[C:3](=[O:10])([O:7][CH2:8][CH3:9])OCC.[O:11]1[CH2:15][CH2:14][O:13][CH:12]1[C:16]1[CH:17]=[CH:18][C:19]([O:25][CH3:26])=[C:20]([C:22](=[O:24])[CH3:23])[CH:21]=1.Cl>C(OCC)(=O)C.C(O)C.O1CCCC1.CCOCC>[O:11]1[CH2:15][CH2:14][O:13][CH:12]1[C:16]1[CH:17]=[CH:18][C:19]([O:25][CH3:26])=[C:20]([C:22](=[O:24])[CH2:23][C:3]([O:7][CH2:8][CH3:9])=[O:10])[CH:21]=1 |f:0.1|. Procedure: To dehydrated ether (15 mL) was added sodium hydride (940 mg, 23.5 mmol) under cooling with ice and stirring, and following this, diethyl carbonate (1.66 g, 14.1 mmol) was added, which was stirred for 30 minutes at room temperature. Next, 5′-(1,3-dioxolane-2-yl)-2′-methoxyacetophenone (2.08 g, 9.36 mmol), dehydrated tetrahydrofuran (20 mL) and ethanol (0.05 mL) were mixed and added dropwise slowly. After completion of the dropwise addition, the mixture was refluxed for 7 hours. After allowed to ... Starting materials: CCOC(=O)C(NCCCNC(=O)C(NC(=O)OCc1ccccc1)C(C)O)C(O)C1OC(n2ccc(=O)[nH]c2=O)C(OC(C)=O)C1OC(C)=O, CO. Yields the product CCOC(=O)C(NCCCNC(=O)C(N)C(C)O)C(O)C1OC(n2ccc(=O)[nH]c2=O)C(OC(C)=O)C1OC(C)=O. Reaction SMILES: [C:1]([CH3:2])(=[O:3])[O:4][CH:5]1[CH:6]([CH:22]([CH:23]([NH:24][CH2:25][CH2:26][CH2:27][NH:28][C:29]([CH:30]([NH:31][C:32](=[O:33])[O:34][CH2:35][c:36]2[cH:37][cH:38][cH:39][cH:40][cH:41]2)[CH:42]([CH3:43])[OH:44])=[O:45])[C:46](=[O:47])[O:48][CH2:49][CH3:50])[OH:51])[O:7][CH:8]([n:14]2[c:15](=[O:21])[nH:16][c:17](=[O:20])[cH:18][cH:19]2)[CH:9]1[O:10][C:11]([CH3:12])=[O:13].[CH3:52][OH:53]>>[C:1]([CH3:2])(=[O:3])[O:4][CH:5]1[CH:6]([CH:22]([CH:23]([NH:24][CH2:25][CH2:26][CH2:27][NH:28][C:29]([CH:30]([NH2:31])[CH:42]([CH3:43])[OH:44])=[O:45])[C:46](=[O:47])[O:48][CH2:49][CH3:50])[OH:51])[O:7][CH:8]([n:14]2[c:15](=[O:21])[nH:16][c:17](=[O:20])[cH:18][cH:19]2)[CH:9]1[O:10][C:11]([CH3:12])=[O:13]. The reactants are C(C)(C)(C)OC(=O)N1CCC(=CC1)C1=C(C=C(C=N1)NC(=O)C=1C=NN(C1C)C1=NC=C(C=C1)C(F)(F)F)C (N-[6-(1-tert-butyloxycarbonyl-1,2,3,6-tetrahydropyridin-4-yl)-5-methylpyridin-3-yl]-5-methyl-1-[5-(trifluoromethyl)pyridin-2-yl]-1H-pyrazole-4-carboxamide), FC(C(=O)O)(F)F (trifluoroacetic acid), aqueous solution, [OH-].[Na+] (sodium hydroxide). The solvent is ClCCl (dichloromethane). Reaction conditions: time 2 hour. The product is CC1=C(C=NN1C1=NC=C(C=C1)C(F)(F)F)C(=O)NC=1C=NC(=C(C1)C)C=1CCNCC1 (5-Methyl-N-[5-methyl-6-(1,2,3,6-tetrahydropyridin-4-yl)pyridin-3-yl]-1-[5-(trifluoromethyl)pyridin-2-yl]-1H-pyrazole-4-carboxamide). Yield: 93.8%. Reaction SMILES: C(OC([N:8]1[CH2:13][CH:12]=[C:11]([C:14]2[N:19]=[CH:18][C:17]([NH:20][C:21]([C:23]3[CH:24]=[N:25][N:26]([C:29]4[CH:34]=[CH:33][C:32]([C:35]([F:38])([F:37])[F:36])=[CH:31][N:30]=4)[C:27]=3[CH3:28])=[O:22])=[CH:16][C:15]=2[CH3:39])[CH2:10][CH2:9]1)=O)(C)(C)C.FC(F)(F)C(O)=O.[OH-].[Na+]>ClCCl>[CH3:28][C:27]1[N:26]([C:29]2[CH:34]=[CH:33][C:32]([C:35]([F:37])([F:38])[F:36])=[CH:31][N:30]=2)[N:25]=[CH:24][C:23]=1[C:21]([NH:20][C:17]1[CH:18]=[N:19][C:14]([C:11]2[CH2:12][CH2:13][NH:8][CH2:9][CH:10]=2)=[C:15]([CH3:39])[CH:16]=1)=[O:22] |f:2.3|. Procedure: To N-[6-(1-tert-butyloxycarbonyl-1,2,3,6-tetrahydropyridin-4-yl)-5-methylpyridin-3-yl]-5-methyl-1-[5-(trifluoromethyl)pyridin-2-yl]-1H-pyrazole-4-carboxamide (3.4 g) were added dichloromethane (63 ml) and trifluoroacetic acid (13 ml), stirred at room temperature for 2 hours, and then to the reaction solution was added 4 N aqueous solution of sodium hydroxide under ice-cooling. The precipitated solid was washed with ethanol and water to give the titled compound (2.6 g) as a white solid. Reactants: O=C1c2ccccc2C(=O)N1CCCBr, O=C([O-])[O-], c1ccc2c(c1)CC1CNCC1C2, CCC(C)=O, [I-], [K+], [K+]. Yields the product O=C1c2ccccc2C(=O)N1CCCN1CC2Cc3ccccc3CC2C1. Reaction SMILES: [Br:14][CH2:15][CH2:16][CH2:17][N:18]1[C:19](=[O:28])[c:20]2[c:21]([cH:24][cH:25][cH:26][cH:27]2)[C:22]1=[O:23].[C:30](=[O:31])([O-:32])[O-:33].[CH2:1]1[NH:2][CH2:3][CH:4]2[CH2:5][c:6]3[c:7]([cH:10][cH:11][cH:12][cH:13]3)[CH2:8][CH:9]12.[CH3:36][C:37]([CH2:38][CH3:39])=[O:40].[I-:29].[K+:34].[K+:35]>>[CH2:1]1[N:2]([CH2:15][CH2:16][CH2:17][N:18]2[C:19](=[O:28])[c:20]3[c:21]([cH:24][cH:25][cH:26][cH:27]3)[C:22]2=[O:23])[CH2:3][CH:4]2[CH2:5][c:6]3[c:7]([cH:10][cH:11][cH:12][cH:13]3)[CH2:8][CH:9]12.